This data is from the Open Reaction Database (ORD), a public repository of structured organic reaction records. The task is: describe an organic reaction: reactants, conditions, products, and yield Starting materials: C(C)(=O)NC=1N=C(C2=C(N1)C=CC(=N2)C2=CC=C(C=C2)F)C2=NNC=N2 (2-acetamido-4-(1,2,4-triazolyl)-6-(4-fluorophenyl)-pyrido[3,2-d]pyrimidine), [H-].[Na+] (NaH), C1(CC1)CO (cyclopropylmethanol). Solvent: O1CCOCC1 (dioxane). Run at time 8 hour. Yields the product NC=1N=C(C2=C(N1)C=CC(=N2)C2=CC=C(C=C2)F)OCC2CC2 (2-amino-4-(cyclopropylmethyloxy)-6-(4-fluorophenyl)pyrido[3,2-d]pyrimidine). Isolated yield 47.0%. RXN SMILES: C([NH:4][C:5]1[N:6]=[C:7](C2N=CNN=2)[C:8]2[N:14]=[C:13]([C:15]3[CH:20]=[CH:19][C:18]([F:21])=[CH:17][CH:16]=3)[CH:12]=[CH:11][C:9]=2[N:10]=1)(=O)C.[H-].[Na+].[CH:29]1([CH2:32][OH:33])[CH2:31][CH2:30]1>O1CCOCC1>[NH2:4][C:5]1[N:6]=[C:7]([O:33][CH2:32][CH:29]2[CH2:31][CH2:30]2)[C:8]2[N:14]=[C:13]([C:15]3[CH:16]=[CH:17][C:18]([F:21])=[CH:19][CH:20]=3)[CH:12]=[CH:11][C:9]=2[N:10]=1 |f:1.2|. Procedure: To a solution of 2-acetamido-4-(1,2,4-triazolyl)-6-(4-fluorophenyl)-pyrido[3,2-d]pyrimidine (52 mg, 0.15 mmol) in cyclopropylmethanol (1 ml) and dioxane (3 ml) was added NaH (60% dispersion in mineral oil, 0.25 mmol, 15 mg). The reaction mixture was stirred overnight at room temperature. The solvents were evaporated in vacuo, and the residue was purified by preparative TLC, the mobile phase being a methanol/dichloromethane mixture in a ratio of 10:90, yielding the pure title compound (22 mg, yie... Starting materials: stannic chloride, ClC1=C(C=CC=C1)C1=NCC(NC2=C1C=C(C=C2)[N+](=O)[O-])=O (5-(2-chlorophenyl)-1,3-dihydro-7-nitro-2H-1,4-benzodiazepin-2-one), C1CO1 (ethylene oxide), [OH-].[NH4+] (ammonium hydroxide). Solvent: C(CCl)Cl (ethylene dichloride), C(CCl)Cl (ethylene dichloride). Conditions: time 8 minute. The product is ClC1=C(C=CC=C1)C12N(CC(NC3=C1C=C(C=C3)[N+](=O)[O-])=O)CCO2 (11b-(2-Chlorophenyl)-10-nitro-2,3,5,11b-tetrahydrooxazolo[3,2-d][1,4]-benzodiazepin-6(7H)-one). RXN SMILES: [Cl:1][C:2]1[CH:7]=[CH:6][CH:5]=[CH:4][C:3]=1[C:8]1[C:14]2[CH:15]=[C:16]([N+:19]([O-:21])=[O:20])[CH:17]=[CH:18][C:13]=2[NH:12][C:11](=[O:22])[CH2:10][N:9]=1.[CH2:23]1[O:25][CH2:24]1.[OH-].[NH4+]>C(Cl)CCl>[Cl:1][C:2]1[CH:7]=[CH:6][CH:5]=[CH:4][C:3]=1[C:8]12[O:25][CH2:24][CH2:23][N:9]1[CH2:10][C:11](=[O:22])[NH:12][C:13]1[CH:18]=[CH:17][C:16]([N+:19]([O-:21])=[O:20])=[CH:15][C:14]=12 |f:2.3|. Procedure details: A solution of 5.2 g (0.02 M) of stannic chloride in 60 ml of dry ethylene dichloride under nitrogen was treated with 2.9 g (0.0091 M) of 5-(2-chlorophenyl)-1,3-dihydro-7-nitro-2H-1,4-benzodiazepin-2-one. The reaction was cooled in an ice bath, and 2.6 g (0.06 M) of ethylene oxide in 10 ml of ethylene dichloride was added with stirring over an 8 min period. After 18 hr at room temperature, the solution was made basic with concentrated ammonium hydroxide and filtered. The filtrates were washed wit... The reactants are [Br-], C1CCOC1, CCCN(C)C(=O)c1cc(C=O)cc(C(=O)OCC)c1, [Mg+]C1CC1. Yields the product CCCN(C)C(=O)c1cc(C(=O)OCC)cc(C(O)C2CC2)c1. As a reaction SMILES: [Br-:1].[CH2:26]1[O:27][CH2:28][CH2:29][CH2:30]1.[CH2:6]([CH3:7])[O:8][C:9]([c:10]1[cH:11][c:12]([C:13](=[O:14])[N:15]([CH2:16][CH2:17][CH3:18])[CH3:19])[cH:20][c:21]([CH:23]=[O:24])[cH:22]1)=[O:25].[CH:2]1([Mg+:5])[CH2:3][CH2:4]1>>[CH:2]1([CH:23]([c:21]2[cH:20][c:12]([C:13](=[O:14])[N:15]([CH2:16][CH2:17][CH3:18])[CH3:19])[cH:11][c:10]([C:9]([O:8][CH2:6][CH3:7])=[O:25])[cH:22]2)[OH:24])[CH2:3][CH2:4]1. Starting materials: F[C@@H]1CO[C@@H](CC[C@H]1NC(OC(C)(C)C)=O)C1=C(C=NN1C)[N+](=O)[O-] (tert-butyl ((3S,4R,7S)-3-fluoro-7-(1-methyl-4-nitro-1H-pyrazol-5-yl)oxepan-4-yl)carbamate), F[C@@H]1CO[C@@H](CC[C@H]1NC(OC(C)(C)C)=O)C1=C(C=NN1C)[N+](=O)[O-] (tert-butyl ((3S,4R,7S)-3-fluoro-7-(1-methyl-4-nitro-1H-pyrazol-5-yl)oxepan-4-yl)carbamate), FC1=C(C(=CC(=C1)C1(COC1)OC)F)C1=C(C=CC(=N1)C(=O)O)F (6-(2,6-difluoro-4-(3-methoxyoxetan-3-yl)phenyl)-5-fluoropicolinic acid). The product is N[C@@H]1CC[C@H](OC[C@H]1F)C1=C(C=NN1C)NC(C1=NC(=C(C=C1)F)C1=C(C=C(C=C1F)C1(COC1)OC)F)=O (N-(5-((2S,5R,6S)-5-amino-6-fluorooxepan-2-yl)-1-methyl-1H-pyrazol-4-yl)-6-(2,6-difluoro-4-(3-methoxyoxetan-3-yl)phenyl)-5-fluoropicolinamide). As a reaction SMILES: [F:1][C@H:2]1[C@H:8]([NH:9]C(=O)OC(C)(C)C)[CH2:7][CH2:6][C@@H:5]([C:17]2[N:21]([CH3:22])[N:20]=[CH:19][C:18]=2[N+:23]([O-])=O)[O:4][CH2:3]1.[F:26][C:27]1[CH:32]=[C:31]([C:33]2([O:37][CH3:38])[CH2:36][O:35][CH2:34]2)[CH:30]=[C:29]([F:39])[C:28]=1[C:40]1[N:45]=[C:44]([C:46](O)=[O:47])[CH:43]=[CH:42][C:41]=1[F:49]>>[NH2:9][C@H:8]1[C@H:2]([F:1])[CH2:3][O:4][C@H:5]([C:17]2[N:21]([CH3:22])[N:20]=[CH:19][C:18]=2[NH:23][C:46](=[O:47])[C:44]2[CH:43]=[CH:42][C:41]([F:49])=[C:40]([C:28]3[C:29]([F:39])=[CH:30][C:31]([C:33]4([O:37][CH3:38])[CH2:36][O:35][CH2:34]4)=[CH:32][C:27]=3[F:26])[N:45]=2)[CH2:6][CH2:7]1. Procedure details: Following the procedure for Example 111 starting from tert-butyl ((3S,4R,7S)-3-fluoro-7-(1-methyl-4-nitro-1H-pyrazol-5-yl)oxepan-4-yl)carbamate (Intermediate 80), and replacing 5-((tert-butoxycarbonyl)amino)-2-(2,6-difluorophenyl)thiazole-4-carboxylic acid with 6-(2,6-difluoro-4-(3-methoxyoxetan-3-yl)phenyl)-5-fluoropicolinic acid (see US2012/225062) gave 202. 1H NMR (400 MHz, DMSO-d6) δ 10.24 (s, 1H), 8.32 (dd, J=8.7, 4.0 Hz, 1H), 8.17 (t, J=8.9 Hz, 1H), 7.94 (s, 1H), 7.42 (d, J=9.3 Hz, 2H), 4.... The reactants are Cl.Cl.NC1=CC(=C(C(=O)NCC2CCNCC2)C=C1Cl)OC (4-Amino-5-chloro-2-methoxy-N-(piperidin-4-ylmethyl)benzamide dihydrochloride), C1(=CC=CC=C1)SCCCCl (3-phenylthiopropyl chloride). Yields the product NC1=CC(=C(C(=O)NCC2CCN(CC2)CCCSC2=CC=CC=C2)C=C1Cl)OC (4-amino-5-chloro-2-methoxy-N-((1-(3-(phenylthio)propyl)piperidin-4-yl)methyl)-benzamide). RXN SMILES: Cl.Cl.[NH2:3][C:4]1[C:19]([Cl:20])=[CH:18][C:7]([C:8]([NH:10][CH2:11][CH:12]2[CH2:17][CH2:16][NH:15][CH2:14][CH2:13]2)=[O:9])=[C:6]([O:21][CH3:22])[CH:5]=1.[C:23]1([S:29][CH2:30][CH2:31][CH2:32]Cl)[CH:28]=[CH:27][CH:26]=[CH:25][CH:24]=1>>[NH2:3][C:4]1[C:19]([Cl:20])=[CH:18][C:7]([C:8]([NH:10][CH2:11][CH:12]2[CH2:13][CH2:14][N:15]([CH2:32][CH2:31][CH2:30][S:29][C:23]3[CH:28]=[CH:27][CH:26]=[CH:25][CH:24]=3)[CH2:16][CH2:17]2)=[O:9])=[C:6]([O:21][CH3:22])[CH:5]=1 |f:0.1.2|. Reported procedure: 4-Amino-5-chloro-2-methoxy-N-(piperidin-4-ylmethyl)benzamide dihydrochloride and 3-phenylthiopropyl chloride were reacted and treated in the same manner as in Example 168 to give 4-amino-5-chloro-2-methoxy-N-((1-(3-(phenylthio)propyl)piperidin-4-yl)methyl)-benzamide. Reactants: C(C(=O)C1=CC=CC=C1)Br (phenacyl bromide), C1(=CC=CC=C1)C (toluene), orange liquid, C1(=CC=CC=C1)C (toluene), N1(CCCC1)C1=CCCCC1 (1-pyrrolidino-1-cyclohexene), O (water). Yields the product C(C(=O)C1=CC=CC=C1)C1C(CCCC1)=O (2-Phenacylcyclohexanone). Reaction SMILES: [CH2:1](Br)[C:2]([C:4]1[CH:9]=[CH:8][CH:7]=[CH:6][CH:5]=1)=[O:3].[C:11]1(C)[CH:16]=[CH:15][CH:14]=[CH:13][CH:12]=1.N1(C2CCCCC=2)CCCC1.[OH2:29]>>[CH2:1]([CH:12]1[CH2:13][CH2:14][CH2:15][CH2:16][C:11]1=[O:29])[C:2]([C:4]1[CH:9]=[CH:8][CH:7]=[CH:6][CH:5]=1)=[O:3]. Procedure details: A solution of 60.9 g (0.31 mole) of phenacyl bromide in 150 ml. of toluene was added dropwise with stirring to a refluxing solution of 46.6 g. of 1-pyrrolidino-1-cyclohexene in 150 ml. of toluene. The mixture was heated under reflux for 2 hours, diluted with 150 ml. of water, refluxed for 3 hours and cooled. The layers were separated, and the aqueous phase was extracted with ether. The organic solution was dried and concentrated to an oil. Distillation gave 42.1 g. (64%) of orange liquid, b.p. 1... Reactants: COC=1N(C(C(=C(N1)C)C(=O)OCC)C1=CC(=CC=C1)[N+](=O)[O-])C(=O)OCC (2-methoxy-4-methyl-6-(3-nitrophenyl)-1,5(6H)-pyrimidinedicarboxylic acid, diethyl ester), Cl.CN (methylamine hydrochloride), C(C)(=O)[O-].[Na+] (sodium acetate). Run in CN(C=O)C (dimethylformamide), C(C)(=O)OCC (ethyl acetate). Conditions: time 48 hour. The product is CC=1N=C(N(C(C1C(=O)OCC)C1=CC(=CC=C1)[N+](=O)[O-])C(=O)OCC)NC (4-Methyl-2-(methylamino)-6-(3-nitrophenyl)-1,5(6H)-pyrimidinedicarboxylic acid, diethyl ester). The yield is 51.6%. Reaction SMILES: CO[C:3]1[N:4]([C:24]([O:26][CH2:27][CH3:28])=[O:25])[CH:5]([C:15]2[CH:20]=[CH:19][CH:18]=[C:17]([N+:21]([O-:23])=[O:22])[CH:16]=2)[C:6]([C:10]([O:12][CH2:13][CH3:14])=[O:11])=[C:7]([CH3:9])[N:8]=1.Cl.[CH3:30][NH2:31].C([O-])(=O)C.[Na+]>CN(C)C=O.C(OCC)(=O)C>[CH3:9][C:7]1[N:8]=[C:3]([NH:31][CH3:30])[N:4]([C:24]([O:26][CH2:27][CH3:28])=[O:25])[CH:5]([C:15]2[CH:20]=[CH:19][CH:18]=[C:17]([N+:21]([O-:23])=[O:22])[CH:16]=2)[C:6]=1[C:10]([O:12][CH2:13][CH3:14])=[O:11] |f:1.2,3.4|. Procedure: A solution of 2-methoxy-4-methyl-6-(3-nitrophenyl)-1,5(6H)-pyrimidinedicarboxylic acid, diethyl ester (3.71 g crude) in dimethylformamide (15 ml) was treated with methylamine hydrochloride (1.01 g, 15.0 mmoles) and sodium acetate (1.49 g, 17.0 mmoles). The reaction was allowed to stir at room temperature for 48 hours. It was then diluted with ethyl acetate and filtered. The filtrate was washed with water, sodium bicarbonate, brine and was dried over anhydrous magnesium sulfate. Solvent was evapo... Reactants: NC(=S)N (thiourea), CC1=C(C=CC(=C1)C)NC(=S)NC (N-(2,4-dimethylphenyl)-N'-methyl-thiourea), COCCOC (1,2-dimethoxy-ethane), C(=O)C=O (glyoxal). Solvent: C(C)N(CC)CC (triethylamine). Run at time 1 hour. Yields the product CC1=C(C=CC(=C1)C)N1C(N(C(C1O)O)C)=S (1-(2,4-Dimethyl-phenyl)-3-methyl-4,5-dihydroxy-imidazolidine-2-thione). RXN SMILES: [CH3:1][C:2]1[CH:7]=[C:6]([CH3:8])[CH:5]=[CH:4][C:3]=1[NH:9][C:10]([NH:12][CH3:13])=[S:11].C[O:15][CH2:16][CH2:17][O:18]C.C(C=O)=O.NC(N)=S>C(N(CC)CC)C>[CH3:1][C:2]1[CH:7]=[C:6]([CH3:8])[CH:5]=[CH:4][C:3]=1[N:9]1[CH:16]([OH:15])[CH:17]([OH:18])[N:12]([CH3:13])[C:10]1=[S:11]. Reported procedure: 30.0 g of N-(2,4-dimethylphenyl)-N'-methyl-thiourea were stirred with 150 ml of 1,2-dimethoxy-ethane and 10 ml of triethylamine, and 36.0 g of a 30% strength aqueous solution of glyoxal was added. After stirring for a short time, the thiourea slowly dissolved, the reaction being exothermic. The temperature was allowed to rise to 50° C. and the solution was kept at this temperature for a further 1 hour. Thereafter, the solvent was distilled off in vacuo and the oily residue was stirred with water... The reactants are CCOC(=O)C1CC(NC(=O)CC(c2ccccc2)c2ccccc2)CN1C(c1ccccc1)c1ccccc1, C1CCOC1, CO, [Li+], [OH-], O. Product: O=C(CC(c1ccccc1)c1ccccc1)NC1CC(C(=O)O)N(C(c2ccccc2)c2ccccc2)C1. As a reaction SMILES: [CH2:1]([CH3:2])[O:3][C:4](=[O:5])[CH:6]1[N:7]([CH:28]([c:29]2[cH:30][cH:31][cH:32][cH:33][cH:34]2)[c:35]2[cH:36][cH:37][cH:38][cH:39][cH:40]2)[CH2:8][CH:9]([NH:11][C:12]([CH2:13][CH:14]([c:15]2[cH:16][cH:17][cH:18][cH:19][cH:20]2)[c:21]2[cH:22][cH:23][cH:24][cH:25][cH:26]2)=[O:27])[CH2:10]1.[CH2:43]1[O:44][CH2:45][CH2:46][CH2:47]1.[CH3:48][OH:49].[Li+:42].[OH-:41].[OH2:50]>>[O:3]=[C:4]([OH:5])[CH:6]1[N:7]([CH:28]([c:29]2[cH:30][cH:31][cH:32][cH:33][cH:34]2)[c:35]2[cH:36][cH:37][cH:38][cH:39][cH:40]2)[CH2:8][CH:9]([NH:11][C:12]([CH2:13][CH:14]([c:15]2[cH:16][cH:17][cH:18][cH:19][cH:20]2)[c:21]2[cH:22][cH:23][cH:24][cH:25][cH:26]2)=[O:27])[CH2:10]1.